Dataset: the Open Reaction Database (ORD), a public repository of structured organic reaction records. Task: describe an organic reaction: reactants, conditions, products, and yield Conditions: temperature 0 celsius, time 5 minute. Reaction SMILES: C1(P(C2C=CC=CC=2)C2C=CC=CC=2)C=CC=CC=1.BrN1C(=O)CCC1=O.[Cl:28][C:29]1[CH:30]=[C:31]([C@@H:39]([CH2:43][CH:44]2[CH2:48][CH2:47][CH2:46][CH2:45]2)[C:40]([OH:42])=O)[CH:32]=[CH:33][C:34]=1[S:35]([CH3:38])(=[O:37])=[O:36].[O:49]1[CH:53]=[CH:52][C:51]([C:54]2[N:55]=[CH:56][C:57]([NH2:60])=[N:58][CH:59]=2)=[CH:50]1.N1C=CC=CC=1>C(Cl)Cl>[Cl:28][C:29]1[CH:30]=[C:31]([C@@H:39]([CH2:43][CH:44]2[CH2:48][CH2:47][CH2:46][CH2:45]2)[C:40]([NH:60][C:57]2[CH:56]=[N:55][C:54]([C:51]3[CH:52]=[CH:53][O:49][CH:50]=3)=[CH:59][N:58]=2)=[O:42])[CH:32]=[CH:33][C:34]=1[S:35]([CH3:38])(=[O:36])=[O:37]. The yield is 48.5%. Solvent: C(Cl)Cl (methylene chloride), C(Cl)Cl (methylene chloride). Product: hexanes ethyl acetate, ClC=1C=C(C=CC1S(=O)(=O)C)[C@H](C(=O)NC1=NC=C(N=C1)C1=COC=C1)CC1CCCC1 (2(R)-(3-chloro-4-methanesulfonyl-phenyl)-3-cyclopentyl-N-(5-furan-3-yl-pyrazin-2-yl)-propionamide). The reactants are C1(=CC=CC=C1)P(C1=CC=CC=C1)C1=CC=CC=C1 (triphenylphosphine), ClC=1C=C(C=CC1S(=O)(=O)C)[C@H](C(=O)O)CC1CCCC1 (2(R)-(3-chloro-4-methanesulfonyl-phenyl)-3-cyclopentyl-propionic acid), O1C=C(C=C1)C=1N=CC(=NC1)N (5-furan-3-yl-pyrazin-2-ylamine), BrN1C(CCC1=O)=O (N-bromosuccinimide), N1=CC=CC=C1 (pyridine). Procedure details: A solution of triphenylphosphine (230.0 mg, 0.877 mmol) in methylene chloride (14 mL) cooled to 0° C. was treated with N-bromosuccinimide (160.0 mg, 0.899 mmol). The reaction mixture was stirred at 0° C. for 5 min and then treated with 2(R)-(3-chloro-4-methanesulfonyl-phenyl)-3-cyclopentyl-propionic acid (prepared as in Example 1, 232.0 mg, 0.701 mmol). The reaction mixture was allowed to warm to 25° C. over 15 min. The reaction mixture was then treated with 5-furan-3-yl-pyrazin-2-ylamine (250.0... Starting materials: ClC=1C=NC=2N(C1)N=C(C2)C(=O)O (6-chloro-pyrazolo[1,5-a]pyrimidine-2-carboxylic acid), FC1=C2CCNC(C2=CC=C1)CC (5-fluoro-1-ethyl-1,2,3,4-tetrahydro-isoquinoline). Yields the product ClC=1C=NC=2N(C1)N=C(C2)C(=O)N2C(C1=CC=CC(=C1CC2)F)CC ((6-Chloro-pyrazolo[1,5-a]pyrimidin-2-yl)-(5-fluoro-1-ethyl-3,4-dihydro-1H-isoquinolin-2-yl)-methanone). Reaction SMILES: [Cl:1][C:2]1[CH:3]=[N:4][C:5]2[N:6]([N:8]=[C:9]([C:11]([OH:13])=O)[CH:10]=2)[CH:7]=1.[F:14][C:15]1[CH:24]=[CH:23][CH:22]=[C:21]2[C:16]=1[CH2:17][CH2:18][NH:19][CH:20]2[CH2:25][CH3:26]>>[Cl:1][C:2]1[CH:3]=[N:4][C:5]2[N:6]([N:8]=[C:9]([C:11]([N:19]3[CH2:18][CH2:17][C:16]4[C:21](=[CH:22][CH:23]=[CH:24][C:15]=4[F:14])[CH:20]3[CH2:25][CH3:26])=[O:13])[CH:10]=2)[CH:7]=1. Procedure: In close analogy to the procedure described in Example 1, 6-chloro-pyrazolo[1,5-a]pyrimidine-2-carboxylic acid is reacted with 5-fluoro-1-ethyl-1,2,3,4-tetrahydro-isoquinoline to provide the title compound in moderate yield. The reactants are BrCCCCN1C(SC(C1=O)(C)C)C (3-(4-bromobutyl)-2,5,5-trimethyl-4-thiazolidinone), Cl.S1N=C(C2=C1C=CC=C2)N2CCNCC2.S2N=C(C1=C2C=CC=C1)N1CCNCC1 (1-(1,2-benzisothiazol-3-yl)piperazine 1-(1,2-benzisothiazol-3-yl)piperazine hydrochloride), C(=O)([O-])[O-].[K+].[K+] (K2CO3), [Na+].[I-] (NaI). Run in C(C)#N (acetonitrile). Reaction conditions: temperature 65 celsius. Product: Cl.S1N=C(C2=C1C=CC=C2)N2CCN(CC2)CCCCN2C(SC(C2=O)(C)C)C (3-(4-(1-[1,2-Benzisothiazol-3-yl]-4-piperazinyl)-butyl)-2,5,5-trimethyl-4-thiazolidinone hydrochloride). The yield is 61.3%. Reaction SMILES: Br[CH2:2][CH2:3][CH2:4][CH2:5][N:6]1[C:10](=[O:11])[C:9]([CH3:13])([CH3:12])[S:8][CH:7]1[CH3:14].[ClH:15].[S:16]1[C:20]2[CH:21]=[CH:22][CH:23]=[CH:24][C:19]=2[C:18]([N:25]2[CH2:30][CH2:29][NH:28][CH2:27][CH2:26]2)=[N:17]1.S1C2C=CC=CC=2C(N2CCNCC2)=N1.C([O-])([O-])=O.[K+].[K+].[Na+].[I-]>C(#N)C>[ClH:15].[S:16]1[C:20]2[CH:21]=[CH:22][CH:23]=[CH:24][C:19]=2[C:18]([N:25]2[CH2:26][CH2:27][N:28]([CH2:2][CH2:3][CH2:4][CH2:5][N:6]3[C:10](=[O:11])[C:9]([CH3:13])([CH3:12])[S:8][CH:7]3[CH3:14])[CH2:29][CH2:30]2)=[N:17]1 |f:1.2.3,4.5.6,7.8,10.11|. Procedure details: A mixture of 3-(4-bromobutyl)-2,5,5-trimethyl-4-thiazolidinone (4.70 g), 1-(1,2-benzisothiazol-3-yl)piperazine 1-(1,2-benzisothiazol-3-yl)piperazine hydrochloride (4.72 g), K2CO3 (8.13 g) and NaI (300 mg) in acetonitrile (200 ml) was heated at 65° C. for 16 hours and the product was processed in substantially the same manner as in Example 10 to afford 2.77 g of crystals, m.p. 209°-214° C. The reactants are C(=O)(N1C=NC=C1)N1C=NC=C1 (1,1'-Carbonyldiimidazole), COC1=C(SC(=C1C)C)C(=O)O (3-methoxy-4,5-dimethyl-2-thiophenecarboxylic acid), NC1=NN=NN1 (5-Aminotetrazole). The solvent is O1CCCC1 (tetrahydrofuran). Reaction conditions: time 2.5 hour. Yields the product COC1=C(SC(=C1C)C)C(=O)NC1=NN=NN1 (3-Methoxy-4,5-dimethy-N-1H-tetrazol-5-yl-2-thiophenecarboxamide). The yield is 72.4%. RXN SMILES: C(N1C=CN=C1)(N1C=CN=C1)=O.[CH3:13][O:14][C:15]1[C:19]([CH3:20])=[C:18]([CH3:21])[S:17][C:16]=1[C:22]([OH:24])=O.[NH2:25][C:26]1[NH:30][N:29]=[N:28][N:27]=1>O1CCCC1>[CH3:13][O:14][C:15]1[C:19]([CH3:20])=[C:18]([CH3:21])[S:17][C:16]=1[C:22]([NH:25][C:26]1[NH:30][N:29]=[N:28][N:27]=1)=[O:24]. Reported procedure: 1,1'-Carbonyldiimidazole (4.1 g, 25 mmoles) is added to a solution of 3-methoxy-4,5-dimethyl-2-thiophenecarboxylic acid (4.5 g, 24 mmoles) in tetrahydrofuran (80 mL) under argon. The mixture is stirred and heated under reflux for 1.5 hours. 5-Aminotetrazole (2.0 g, 24 mmoles) is added and heating under reflux is continued for an additional 2.5 hours. The mixture is cooled, and the precipitate is filtered off, rinsed with tetrahydrofuran, dried, and stirred in 2N HCl. After 10 minutes the suspend... RXN SMILES: [H-].[Na+].[OH:3][CH2:4][C:5]([CH3:12])([CH3:11])[CH2:6][S:7]([NH2:10])(=[O:9])=[O:8].Cl[C:14]1[C:23]2[C:18](=[CH:19][CH:20]=[CH:21][CH:22]=2)[C:17]2=[N:24][CH:25]=[CH:26][N:16]2[N:15]=1>CN(C)C=O>[CH3:11][C:5]([CH3:12])([CH2:6][S:7](=[O:9])(=[O:8])[NH2:10])[CH2:4][O:3][C:14]1[C:23]2[C:18](=[CH:19][CH:20]=[CH:21][CH:22]=2)[C:17]2=[N:24][CH:25]=[CH:26][N:16]2[N:15]=1 |f:0.1|. Reactants: [H-].[Na+] (sodium hydride), OCC(CS(=O)(=O)N)(C)C (3-hydroxy-2,2-dimethyl -1-propanesulfonamide), ClC1=NN2C(C3=CC=CC=C13)=NC=C2 (6-chloroimidazo[2,1-a]phthalazine). The solvent is CN(C=O)C (dimethylformamide). Procedure: 0.293 g of 60% oily sodium hydride was suspended in 10 ml of dimethylformamide. To this suspension, 0.577 g of 3-hydroxy-2,2-dimethyl -1-propanesulfonamide was added, followed by stirring at room temperature (15° to 20° C.) under reduced pressure for 30 minutes. To this mixture was added 0.703 g of 6-chloroimidazo[2,1-a]phthalazine, followed by stirring at room temperature for 3 hours. After dimethylformamide was distilled off under reduced pressure, ice water was added to the residue, which was... The product is CC(COC1=NN2C(C3=CC=CC=C13)=NC=C2)(CS(N)(=O)=O)C (6-(2,2-dimethyl-3-sulfamoyl-1-propoxy)imidazo[2,1-a]phthalazine). Conditions: time 30 minute. Isolated yield 66.6%. Reactants: CCN(C(C)C)C(C)C (DIPEA), COC1=C(C(=O)O)C=CC=C1 (2-methoxy-benzoic acid), C=1C=CC2=C(C1)N=NN2O (HOBt), CCN=C=NCCCN(C)C.Cl (EDCI.HCl), O=C(CNC(=O)C1=CC=C(C=C1)C1=CC=CC=C1)N1CCNCC1 (biphenyl-4-carboxylic acid (2-oxo-2-piperazin-1-yl-ethyl)-amide). The product is COC1=C(C(=O)N2CCN(CC2)C(CNC(=O)C2=CC=C(C=C2)C2=CC=CC=C2)=O)C=CC=C1 (biphenyl-4-carboxylicacid {2-[4-(2-methoxy-benzoyl)-piperazin-1-yl]-2-oxo-ethyl}-amide). Reported procedure: DIPEA (149.8 mg, 1.16 mmol) was added at room temperature to a stirred solution of 2-methoxy-benzoic acid (39.2 mg, 0.26 mmol) in DMF (3 mL), HOBt (38.2 mg, 0.28 mmol) and EDCI.HCl (123 mg, 0.64 mmol). After 2 minutes biphenyl-4-carboxylic acid (2-oxo-2-piperazin-1-yl-ethyl)-amide (100 mg, 0.31 mmol) was added and the resulting mixture was stirred at room temperature overnight. Cold water was then added, and the resulting precipitate was filtered. The residue was purified by column chromatograph... The yield is 50.4%. As a reaction SMILES: CCN(C(C)C)C(C)C.[CH3:10][O:11][C:12]1[CH:20]=[CH:19][CH:18]=[CH:17][C:13]=1[C:14]([OH:16])=O.C1C=CC2N(O)N=NC=2C=1.CCN=C=NCCCN(C)C.Cl.[O:43]=[C:44]([N:61]1[CH2:66][CH2:65][NH:64][CH2:63][CH2:62]1)[CH2:45][NH:46][C:47]([C:49]1[CH:54]=[CH:53][C:52]([C:55]2[CH:60]=[CH:59][CH:58]=[CH:57][CH:56]=2)=[CH:51][CH:50]=1)=[O:48]>CN(C=O)C.O>[CH3:10][O:11][C:12]1[CH:20]=[CH:19][CH:18]=[CH:17][C:13]=1[C:14]([N:64]1[CH2:63][CH2:62][N:61]([C:44](=[O:43])[CH2:45][NH:46][C:47]([C:49]2[CH:54]=[CH:53][C:52]([C:55]3[CH:60]=[CH:59][CH:58]=[CH:57][CH:56]=3)=[CH:51][CH:50]=2)=[O:48])[CH2:66][CH2:65]1)=[O:16] |f:3.4|. Run at time 8 hour. Run in CN(C)C=O (DMF), O (water). The reactants are Cl (hydrochloric acid), FC(C1=C(C=NN1CC=1SC=C(N1)C1=CC(=CC=C1)C(F)(F)F)C(=O)OCC)(F)F (ethyl 5-(trifluoromethyl)-1-({4-[3-(trifluoromethyl)phenyl]-1,3-thiazol-2-yl}methyl)-1H-pyrazole-4-carboxylate), [OH-].[Na+] (sodium hydroxide), C(C)O (ethanol). The solvent is C(C)(=O)OCC (ethyl acetate), O (water), O1CCCC1 (tetrahydrofuran). Conditions: time 20 hour. The product is FC(C1=C(C=NN1CC=1SC=C(N1)C1=CC(=CC=C1)C(F)(F)F)C(=O)O)(F)F (5-(trifluoromethyl)-1-({4-[3-(trifluoromethyl)phenyl]-1,3-thiazol-2-yl}methyl)-1H-pyrazole-4-carboxylic acid). The yield is 98.5%. RXN SMILES: [F:1][C:2]([F:30])([F:29])[C:3]1[N:7]([CH2:8][C:9]2[S:10][CH:11]=[C:12]([C:14]3[CH:19]=[CH:18][CH:17]=[C:16]([C:20]([F:23])([F:22])[F:21])[CH:15]=3)[N:13]=2)[N:6]=[CH:5][C:4]=1[C:24]([O:26]CC)=[O:25].[OH-].[Na+].C(O)C.Cl>O.C(OCC)(=O)C.O1CCCC1>[F:30][C:2]([F:1])([F:29])[C:3]1[N:7]([CH2:8][C:9]2[S:10][CH:11]=[C:12]([C:14]3[CH:19]=[CH:18][CH:17]=[C:16]([C:20]([F:23])([F:22])[F:21])[CH:15]=3)[N:13]=2)[N:6]=[CH:5][C:4]=1[C:24]([OH:26])=[O:25] |f:1.2|. Reported procedure: A mixture of the compound (0.13 g) obtained in Example 103d, 4N sodium hydroxide (1 mL), ethanol (2 mL) and tetrahydrofuran (0.5 mL) was stirred at room temperature for 20 hr. The reaction mixture was adjusted to pH 5 with 1N hydrochloric acid, and ethyl acetate and water were added. The ethyl acetate layer was separated, dried over sodium sulfate, and concentrated under reduced pressure to give the title compound (0.12 g) as colorless crystals.